This data is from the Open Reaction Database (ORD), a public repository of structured organic reaction records. The task is: describe an organic reaction: reactants, conditions, products, and yield Starting materials: Cl (hydrochloric acid), IC1=CC=C(C=C1)C(F)(F)F (4-iodobenzotrifluoride), iodo(4-trifluoromethyl)bis(triphenylphosphine)palladium, Grignard reagent, [Mg] (magnesium), BrCCBr (1,2-dibromoethane), BrCCBr (1,2-dibromoethane), dimethyl acetal, BrC1=C(C=O)C=CC=C1 (2-bromobenzaldehyde), BrCCBr (1,2-dibromoethane). The solvent is O1CCCC1 (THF), O1CCCC1 (tetrahydrofuran), O1CCCC1 (THF), O1CCCC1 (THF), O1CCCC1 (THF). Product: FC(C1=CC=C(C=C1)C=1C(=CC=CC1)C=O)(F)F (4'-Trifluoromethyl-2-biphenylcarbaldehyde). Yield: 136.3%. As a reaction SMILES: [Mg].BrCCBr.Br[C:7]1[CH:14]=[CH:13][CH:12]=[CH:11][C:8]=1[CH:9]=[O:10].I[C:16]1[CH:21]=[CH:20][C:19]([C:22]([F:25])([F:24])[F:23])=[CH:18][CH:17]=1.Cl>O1CCCC1>[F:23][C:22]([F:25])([F:24])[C:19]1[CH:20]=[CH:21][C:16]([C:7]2[C:8]([CH:9]=[O:10])=[CH:11][CH:12]=[CH:13][CH:14]=2)=[CH:17][CH:18]=1. Procedure: To magnesium turnings (1.23 g, 50.7 mmol) in a dry flask under nitrogen was added anhydrous tetrahydrofuran (THF, 10 mL). The mixture was mechanically stirred while a solution of 1,2-dibromoethane (1.22 g, 6.5 mmol) in THF (10 mL) was added dropwise. Upon completion, a solution of the dimethyl acetal of 2-bromobenzaldehyde (3.00 g, 13.0 mmol) and 1,2-dibromoethane (2.44 g, 13.0 mmol) in THF (10 ml) was added at a rate to maintain gentle reflux. Upon completing, a second solution of 1,2-dibromoet... The reactants are C(#C)C1=CN=C2N1C=C(C=C2C(F)(F)F)C2=CC=C(C=C2)C(F)(F)F (3-ethynyl-8-trifluoromethyl-6-(4-trifluoromethyl-phenyl)-imidazo[1,2-a]pyridine), BrC1=CC=C(C(C)O)C=C1 (4-bromo-methylbenzyl alcohol). The product is FC(C=1C=2N(C=C(C1)C1=CC=C(C=C1)C(F)(F)F)C(=CN2)C#CC2=CC=C(C=C2)C(C)O)(F)F (1-{4-[8-Trifluoromethyl-6-(4-trifluoromethyl-phenyl)-imidazo[1,2-a]pyridin-3-ylethynyl]-phenyl}-ethanol), solid. Isolated yield 13.0%. RXN SMILES: [C:1]([C:3]1[N:7]2[CH:8]=[C:9]([C:16]3[CH:21]=[CH:20][C:19]([C:22]([F:25])([F:24])[F:23])=[CH:18][CH:17]=3)[CH:10]=[C:11]([C:12]([F:15])([F:14])[F:13])[C:6]2=[N:5][CH:4]=1)#[CH:2].Br[C:27]1[CH:35]=[CH:34][C:30]([CH:31]([OH:33])[CH3:32])=[CH:29][CH:28]=1>>[F:15][C:12]([F:14])([F:13])[C:11]1[C:6]2[N:7]([C:3]([C:1]#[C:2][C:27]3[CH:35]=[CH:34][C:30]([CH:31]([OH:33])[CH3:32])=[CH:29][CH:28]=3)=[CH:4][N:5]=2)[CH:8]=[C:9]([C:16]2[CH:21]=[CH:20][C:19]([C:22]([F:25])([F:24])[F:23])=[CH:18][CH:17]=2)[CH:10]=1. Reported procedure: The title compound was prepared from 3-ethynyl-8-trifluoromethyl-6-(4-trifluoromethyl-phenyl)-imidazo[1,2-a]pyridine (example C.18) (360 mg, 1 mmol) and commercially available 4-bromo-methylbenzyl alcohol (184 mg, 1 mmol) according to general procedure II. Obtained as an off-white solid (65 mg, 13%). MS (ISP) 475.2 [(M+H)+]; mp 157-158° C. Reactants: FC1=CC=C(C=C1)[Si](Cl)(C(C)Cl)C1=CC=C(C=C1)F (bis(4-fluorophenyl)-1-chloroethyl(chloro)silane), FC1=CC=C(C=C1)[Si](Cl)(CCCl)C1=CC=C(C=C1)F (bis(4-fluorophenyl)-2-chloroethyl(chloro)silane), C(C=C)[Mg]Br (allyl magnesium bromide). Run in O1CCCC1 (tetrahydrofuran), O1CCCC1 (tetrahydrofuran), [Cl-].[NH4+] (ammonium chloride), O (water). Product: C(C=C)[Si](C(C)Cl)(C1=CC=C(C=C1)F)C1=CC=C(C=C1)F (Allyl[bis(4-fluorophenyl)]-1-chloroethylsilane). Reaction SMILES: [F:1][C:2]1[CH:7]=[CH:6][C:5]([Si:8]([C:13]2[CH:18]=[CH:17][C:16]([F:19])=[CH:15][CH:14]=2)([CH:10]([Cl:12])[CH3:11])Cl)=[CH:4][CH:3]=1.F[C:21]1[CH:26]=CC([Si](C2C=CC(F)=CC=2)(CCCl)Cl)=C[CH:22]=1.C([Mg]Br)C=C>O1CCCC1.[Cl-].[NH4+].O>[CH2:26]([Si:8]([C:13]1[CH:18]=[CH:17][C:16]([F:19])=[CH:15][CH:14]=1)([C:5]1[CH:6]=[CH:7][C:2]([F:1])=[CH:3][CH:4]=1)[CH:10]([Cl:12])[CH3:11])[CH:21]=[CH2:22] |f:4.5|. Procedure details: A solution of 20 g (63 mmol) of a 1:1 mixture of bis(4-fluorophenyl)-1-chloroethyl(chloro)silane and bis(4-fluorophenyl)-2-chloroethyl(chloro)silane in 100 ml of tetrahydrofuran is treated dropwise with 71 ml (71 mmol) of 1.0 molar allyl magnesium bromide in tetrahydrofuran. The mixture is refluxed two hours, cooled, and diluted with saturated aqueous ammonium chloride and water. The aqueous phase is separated and extracted with ether, and the combined organic phases are washed with water and br... Reactants: BrC=1C=C(C=C(C1)Cl)OC=1C(=C(C=CC1Cl)CNC(=O)C1=C(N=CN1)Cl)F (N-({3-[(3-bromo-5-chlorophenyl)oxy]-4-chloro-2-fluorophenyl}methyl)-4-chloro-1H-imidazole-5-carboxamide), TEA, C(C#C)O (propargyl alcohol). The reagents and catalysts are [Cu]I (copper(I) iodide). Solvent: CCOC(=O)C (EtOAc), C1CCOC1 (THF). Conditions: temperature 60 celsius, time 8 hour. Yields the product ClC=1N=CNC1C(=O)NCC1=C(C(=C(C=C1)Cl)OC1=CC(=CC(=C1)C#CCO)Cl)F (4-chloro-N-[(4-chloro-3-{[3-chloro-5-(3-hydroxy-1-propyn-1-yl)phenyl]oxy}-2-fluorophenyl)methyl]-1H-imidazole-5-carboxamide). The yield is 18.7%. As a reaction SMILES: Br[C:2]1[CH:3]=[C:4]([O:9][C:10]2[C:11]([F:27])=[C:12]([CH2:17][NH:18][C:19]([C:21]3[NH:25][CH:24]=[N:23][C:22]=3[Cl:26])=[O:20])[CH:13]=[CH:14][C:15]=2[Cl:16])[CH:5]=[C:6]([Cl:8])[CH:7]=1.[CH2:28]([OH:31])[C:29]#[CH:30]>C1COCC1.CCOC(C)=O.[Cu]I>[Cl:26][C:22]1[N:23]=[CH:24][NH:25][C:21]=1[C:19]([NH:18][CH2:17][C:12]1[CH:13]=[CH:14][C:15]([Cl:16])=[C:10]([O:9][C:4]2[CH:3]=[C:2]([C:30]#[C:29][CH2:28][OH:31])[CH:7]=[C:6]([Cl:8])[CH:5]=2)[C:11]=1[F:27])=[O:20]. Procedure: To a solution of N-({3-[(3-bromo-5-chlorophenyl)oxy]-4-chloro-2-fluorophenyl}methyl)-4-chloro-1H-imidazole-5-carboxamide (100 mg, 0.203 mmol), dichlorobisthiphenylphosphinepalladium(II) (14.22 mg, 0.020 mmol), copper(I) iodide (1.929 mg, 10.13 μmol) and TEA (0.141 ml, 1.013 mmol) in THF (5 ml) was added propargyl alcohol (22.72 mg, 0.405 mmol) and the reaction mixture was stirred at 60° C. overnight. The reaction mixture was diluted with EtOAc and washed with water. The solvent was removed and t... The reactants are ClC1=C(C=C(C=C1)O)C (4-Chloro-3-methylphenol), [Si](C1=CC=CC=C1)(C1=CC=CC=C1)(C(C)(C)C)Cl (tert-butyldiphenylsilyl chloride), N1C=NC=C1 (imidazole). The solvent is CN(C)C=O (DMF). Yields the product C(C)(C)(C)[Si](C1=CC=CC=C1)(C1=CC=CC=C1)OC1=CC(=C(C=C1)Cl)C (tert-Butyl(4-chloro-3-methylphenoxy)diphenylsilane). Reaction SMILES: [Cl:1][C:2]1[CH:7]=[CH:6][C:5]([OH:8])=[CH:4][C:3]=1[CH3:9].[Si:10](Cl)([C:23]([CH3:26])([CH3:25])[CH3:24])([C:17]1[CH:22]=[CH:21][CH:20]=[CH:19][CH:18]=1)[C:11]1[CH:16]=[CH:15][CH:14]=[CH:13][CH:12]=1.N1C=CN=C1>CN(C=O)C>[C:23]([Si:10]([O:8][C:5]1[CH:6]=[CH:7][C:2]([Cl:1])=[C:3]([CH3:9])[CH:4]=1)([C:17]1[CH:22]=[CH:21][CH:20]=[CH:19][CH:18]=1)[C:11]1[CH:12]=[CH:13][CH:14]=[CH:15][CH:16]=1)([CH3:26])([CH3:24])[CH3:25]. Procedure: 4-Chloro-3-methylphenol (33.22 g, 0.233 mol), tert-butyldiphenylsilyl chloride (62.89 g, 0.233 mol), and imidazole (47.59 g, 0.699 mol) in DMF (200 mL) were heated at 70° C. for 18 h. The reaction mixture was partitioned between EtOAc/hexane and H2O, the organic layer separated, washed with H2O, brine, and dried(Na2SO4). Filtration and concentration to dryness gave the title compound which was used without purification. Starting materials: CS(=O)(=O)OCCOCC1=CC=CC=C1 (2-(phenylmethoxy)ethanol methanesulphonate), O (water), [H-].[Na+] (Sodium hydride), N1=C(C=CC=C1)CCO (2-pyridineethanol). Solvent: COCCOC (1,2-dimethoxyethane), COCCOC (1,2-dimethoxyethane). Run at time 18 hour. Product: C1(=CC=CC=C1)COCCOCCC1=NC=CC=C1 (2-[2-[2-(Phenylmethoxy)ethoxy]ethyl]pyridine). Yield: 29.4%. As a reaction SMILES: [H-].[Na+].[N:3]1[CH:8]=[CH:7][CH:6]=[CH:5][C:4]=1[CH2:9][CH2:10][OH:11].CS(O[CH2:17][CH2:18][O:19][CH2:20][C:21]1[CH:26]=[CH:25][CH:24]=[CH:23][CH:22]=1)(=O)=O.O>COCCOC>[C:21]1([CH2:20][O:19][CH2:18][CH2:17][O:11][CH2:10][CH2:9][C:4]2[CH:5]=[CH:6][CH:7]=[CH:8][N:3]=2)[CH:26]=[CH:25][CH:24]=[CH:23][CH:22]=1 |f:0.1|. Reported procedure: Sodium hydride (80% dispersion in oil, 1.68 g) was added portionwise to a solution of 2-pyridineethanol (6.88 g) in 1,2-dimethoxyethane (50 ml) and stirred under nitrogen for 18 h at room temperature. A solution of 2-(phenylmethoxy)ethanol methanesulphonate (8.25 g) in 1,2-dimethoxyethane (100 ml) was added and the mixture stirred at room temperature for 7 h, then poured into water (400 ml) and extracted with diethyl ether (3×200 ml). The ethereal extracts were washed with 2N hydrochloric acid (... The reactants are N#Cc1ccc(CCO)cc1, CCCCCCC, ClCCl, O=C(N=NC(=O)N1CCCCC1)N1CCCCC1, O=Cc1ccc(O)cc1, c1ccc(P(c2ccccc2)c2ccccc2)cc1. Product: N#Cc1ccc(CCOc2ccc(C=O)cc2)cc1. RXN SMILES: [C:47](#[N:48])[c:49]1[cH:50][cH:51][c:52]([CH2:53][CH2:54][OH:55])[cH:56][cH:57]1.[CH3:61][CH2:62][CH2:63][CH2:64][CH2:65][CH2:66][CH3:67].[Cl:58][CH2:59][Cl:60].[N:10]([C:11]([N:12]1[CH2:13][CH2:14][CH2:15][CH2:16][CH2:17]1)=[O:18])=[N:19][C:20]([N:21]1[CH2:22][CH2:23][CH2:24][CH2:25][CH2:26]1)=[O:27].[OH:1][c:2]1[cH:3][cH:4][c:5]([CH:6]=[O:7])[cH:8][cH:9]1.[c:28]1([P:29]([c:30]2[cH:31][cH:32][cH:33][cH:34][cH:35]2)[c:36]2[cH:37][cH:38][cH:39][cH:40][cH:41]2)[cH:42][cH:43][cH:44][cH:45][cH:46]1>>[O:1]([c:2]1[cH:3][cH:4][c:5]([CH:6]=[O:7])[cH:8][cH:9]1)[CH2:54][CH2:53][c:52]1[cH:51][cH:50][c:49]([C:47]#[N:48])[cH:57][cH:56]1. Starting materials: NC1=NC(=C(C(=N1)Cl)C#N)C1=CC=CC=C1 (2-amino-4-chloro-6-phenyl-pyrimidine-5-carbonitrile), C1(=CC=CC=C1)O (phenol), C1CCC2=NCCCN2CC1 (DBU). The solvent is COCCOC (DME). Yields the product NC1=NC(=C(C(=N1)OC1=CC=CC=C1)C#N)C1=CC=CC=C1 (2-Amino-4-phenoxy-6-phenyl--pyrimidine-5-carbonitrile). RXN SMILES: [NH2:1][C:2]1[N:7]=[C:6](Cl)[C:5]([C:9]#[N:10])=[C:4]([C:11]2[CH:16]=[CH:15][CH:14]=[CH:13][CH:12]=2)[N:3]=1.[C:17]1([OH:23])[CH:22]=[CH:21][CH:20]=[CH:19][CH:18]=1.C1CCN2C(=NCCC2)CC1>COCCOC>[NH2:1][C:2]1[N:7]=[C:6]([O:23][C:17]2[CH:22]=[CH:21][CH:20]=[CH:19][CH:18]=2)[C:5]([C:9]#[N:10])=[C:4]([C:11]2[CH:16]=[CH:15][CH:14]=[CH:13][CH:12]=2)[N:3]=1. Procedure details: From 2-amino-4-chloro-6-phenyl-pyrimidine-5-carbonitrile, phenol and DBU in DME. EI-MS m/e (%): 288 (M+, 100), 287 ([M—H]+, 60). Reactants: suspension, [H-].[Na+] (sodium hydride), BrCCCCCCCCC (1-bromo-nonane), FC(C=1C=C(C=CC1[N+](=O)[O-])N1C(NC(C1=O)(C)C)=O)(F)F (1-(3-trifluoromethyl-4-nitro-phenyl)-4,4-dimethyl imidazolidine-2,5-dione). Product: CC1(C(N(C(N1CCCCCCCCC)=O)C1=CC(=C(C=C1)[N+](=O)[O-])C(F)(F)F)=O)C (5,5-dimethyl-3-(4-nitro-3-trifluoromethyl-phenyl)-1-nonyl-2,4-imidazolidinedione). Reaction SMILES: [F:1][C:2]([F:22])([F:21])[C:3]1[CH:4]=[C:5]([N:12]2[C:16](=[O:17])[C:15]([CH3:19])([CH3:18])[NH:14][C:13]2=[O:20])[CH:6]=[CH:7][C:8]=1[N+:9]([O-:11])=[O:10].[H-].[Na+].Br[CH2:26][CH2:27][CH2:28][CH2:29][CH2:30][CH2:31][CH2:32][CH2:33][CH3:34]>>[CH3:18][C:15]1([CH3:19])[N:14]([CH2:26][CH2:27][CH2:28][CH2:29][CH2:30][CH2:31][CH2:32][CH2:33][CH3:34])[C:13](=[O:20])[N:12]([C:5]2[CH:6]=[CH:7][C:8]([N+:9]([O-:11])=[O:10])=[C:3]([C:2]([F:1])([F:21])[F:22])[CH:4]=2)[C:16]1=[O:17] |f:1.2|. Reported procedure: Using the procedure of Example 1, 1 g of 1-(3-trifluoromethyl-4-nitro-phenyl)-4,4-dimethyl imidazolidine-2,5-dione was reacted with a 50% suspension of 170 mg of sodium hydride in oil and 0.7 ml of 1-bromo-nonane to obtain after chromatography on silica 1.08 g of the desired product melting at 63° C.